This data is from the Open Reaction Database (ORD), a public repository of structured organic reaction records. The task is: describe an organic reaction: reactants, conditions, products, and yield The reactants are CCOCC (Et2O), FC(S(=O)(=O)OC1C(CN(CC1)C(=O)OCC1=CC=CC=C1)C(=O)OC)(F)F (3-methyl 1-(phenylmethyl) 4-{[(trifluoromethyl)sulfonyl]oxy}-1,3-piperidinedicarboxylate), ClC=1C=C(C=CC1C(F)(F)F)B(O)O ([3-chloro-4-(trifluoromethyl)phenyl]boronic acid), C(=O)([O-])[O-].[Na+].[Na+] (Na2CO3). The reagents and catalysts are C=1C=CC(=CC1)[P](C=2C=CC=CC2)(C=3C=CC=CC3)[Pd]([P](C=4C=CC=CC4)(C=5C=CC=CC5)C=6C=CC=CC6)([P](C=7C=CC=CC7)(C=8C=CC=CC8)C=9C=CC=CC9)[P](C=1C=CC=CC1)(C=1C=CC=CC1)C=1C=CC=CC1 (Pd(PPh3)4). The solvent is C1(=CC=CC=C1)C (toluene), CCO (EtOH). Reaction conditions: temperature 80 celsius. Yields the product ClC=1C=C(C=CC1C(F)(F)F)C1=C(CN(CC1)C(=O)OCC1=CC=CC=C1)C(=O)OC (3-methyl 1-(phenyl methyl) 4-[3-chloro-4-(trifluoromethyl)phenyl]-5,6-dihydro-1,3(2H)-pyridinedicarboxylate). Yield: 94.7%. RXN SMILES: FC(F)(F)S(O[CH:7]1[CH2:12][CH2:11][N:10]([C:13]([O:15][CH2:16][C:17]2[CH:22]=[CH:21][CH:20]=[CH:19][CH:18]=2)=[O:14])[CH2:9][CH:8]1[C:23]([O:25][CH3:26])=[O:24])(=O)=O.[Cl:29][C:30]1[CH:31]=[C:32](B(O)O)[CH:33]=[CH:34][C:35]=1[C:36]([F:39])([F:38])[F:37].C([O-])([O-])=O.[Na+].[Na+].CCOCC>C1(C)C=CC=CC=1.CCO.C1C=CC([P]([Pd]([P](C2C=CC=CC=2)(C2C=CC=CC=2)C2C=CC=CC=2)([P](C2C=CC=CC=2)(C2C=CC=CC=2)C2C=CC=CC=2)[P](C2C=CC=CC=2)(C2C=CC=CC=2)C2C=CC=CC=2)(C2C=CC=CC=2)C2C=CC=CC=2)=CC=1>[Cl:29][C:30]1[CH:31]=[C:32]([C:7]2[CH2:12][CH2:11][N:10]([C:13]([O:15][CH2:16][C:17]3[CH:18]=[CH:19][CH:20]=[CH:21][CH:22]=3)=[O:14])[CH2:9][C:8]=2[C:23]([O:25][CH3:26])=[O:24])[CH:33]=[CH:34][C:35]=1[C:36]([F:37])([F:38])[F:39] |f:2.3.4,^1:67,69,88,107|. Reported procedure: To a stirred solution of 3-methyl 1-(phenylmethyl) 4-{[(trifluoromethyl)sulfonyl]oxy}-1,3-piperidinedicarboxylate (3 g) (P38) and [3-chloro-4-(trifluoromethyl)phenyl]boronic acid (1.826 g) in dry toluene (37 mL) under N2 atmosphere at 0° C., Pd(PPh3)4 (292 mg) dissolved in absolute EtOH (26 ml), was added followed by Na2CO3 2M (21 mL). The reaction mixture was heated to 80° C. for 2 h. Et2O was then added to the solution and the organic phase was separated. The aqueous layer was extracted with E... Reactants: CCOP(=O)(Cc1ccccc1)OCC, CCO, [Na+], [OH-]. Yields the product CCOP(=O)(O)Cc1ccccc1. Reaction SMILES: [CH2:1]([c:2]1[cH:3][cH:4][cH:5][cH:6][cH:7]1)[P:8]([O:9][CH2:10][CH3:11])([O:12][CH2:13][CH3:14])=[O:15].[CH3:18][CH2:19][OH:20].[Na+:17].[OH-:16]>>[CH2:1]([c:2]1[cH:3][cH:4][cH:5][cH:6][cH:7]1)[P:8]([O:9][CH2:10][CH3:11])(=[O:12])[OH:15].